Dataset: the Open Reaction Database (ORD), a public repository of structured organic reaction records. Task: describe an organic reaction: reactants, conditions, products, and yield Starting materials: CCOC(=O)CBr, O=C([O-])[O-], CC#N, CNCCc1ccc(F)cc1[N+](=O)[O-], [K+], [K+]. Product: CCOC(=O)CN(C)CCc1ccc(F)cc1[N+](=O)[O-]. As a reaction SMILES: [Br:15][CH2:16][C:17](=[O:18])[O:19][CH2:20][CH3:21].[C:22](=[O:23])([O-:24])[O-:25].[CH3:28][C:29]#[N:30].[F:1][c:2]1[cH:3][c:4]([N+:12](=[O:13])[O-:14])[c:5]([CH2:8][CH2:9][NH:10][CH3:11])[cH:6][cH:7]1.[K+:26].[K+:27]>>[F:1][c:2]1[cH:3][c:4]([N+:12](=[O:13])[O-:14])[c:5]([CH2:8][CH2:9][N:10]([CH3:11])[CH2:16][C:17](=[O:18])[O:19][CH2:20][CH3:21])[cH:6][cH:7]1. The reactants are CC(=O)O, O=C(O)CC1Cc2cc(Cl)c3[nH]ncc3c2CN(Cc2ccncc2)C1=O, CC(C)(C)CN1Cc2c(cc(Cl)c3[nH]ncc23)CC(CC(=O)N2CCC(N3Cc4ccccc4NC3=O)CC2)C1=O, Cl, Cl, O=c1[nH]c2c(F)cccc2cc1C1CCNCC1. The product is O=C(CC1Cc2cc(Cl)c3[nH]ncc3c2CN(Cc2ccncc2)C1=O)N1CCC(c2cc3cccc(F)c3[nH]c2=O)CC1. As a reaction SMILES: [C:30]([OH:31])(=[O:32])[CH3:33].[Cl:3][c:4]1[cH:5][c:6]2[c:7]([c:8]3[cH:9][n:10][nH:11][c:12]13)[CH2:13][N:14]([CH2:23][c:24]1[cH:25][cH:26][n:27][cH:28][cH:29]1)[C:15](=[O:22])[CH:16]([CH2:18][C:19](=[O:20])[OH:21])[CH2:17]2.[Cl:52][c:53]1[c:54]2[nH:55][n:56][cH:57][c:58]2[c:59]2[c:91]([cH:92]1)[CH2:90][CH:69]([CH2:70][C:71](=[O:72])[N:73]1[CH2:74][CH2:75][CH:76]([N:77]3[CH2:78][c:79]4[c:80]([cH:81][cH:82][cH:83][cH:84]4)[NH:85][C:86]3=[O:87])[CH2:88][CH2:89]1)[C:67](=[O:68])[N:61]([CH2:62][C:63]([CH3:64])([CH3:65])[CH3:66])[CH2:60]2.[ClH:1].[ClH:2].[F:34][c:35]1[cH:36][cH:37][cH:38][c:39]2[cH:40][c:41]([CH:46]3[CH2:47][CH2:48][NH:49][CH2:50][CH2:51]3)[c:42](=[O:45])[nH:43][c:44]12>>[Cl:3][c:4]1[cH:5][c:6]2[c:7]([c:8]3[cH:9][n:10][nH:11][c:12]13)[CH2:13][N:14]([CH2:23][c:24]1[cH:25][cH:26][n:27][cH:28][cH:29]1)[C:15](=[O:22])[CH:16]([CH2:18][C:19](=[O:21])[N:49]1[CH2:48][CH2:47][CH:46]([c:41]3[cH:40][c:39]4[cH:38][cH:37][cH:36][c:35]([F:34])[c:44]4[nH:43][c:42]3=[O:45])[CH2:51][CH2:50]1)[CH2:17]2.